This data is from the Open Reaction Database (ORD), a public repository of structured organic reaction records. The task is: describe an organic reaction: reactants, conditions, products, and yield The reactants are C([O-])(O)=O.[Na+] (sodium bicarbonate), C([O-])(O)=O.[Na+] (sodium bicarbonate), [Cl-].[NH4+] (ammonium chloride). Yields the product C([O-])([O-])=O.[Na+].[Na+] (sodium carbonate), C(=O)=O (carbon dioxide). As a reaction SMILES: [C:1](=[O:4])([OH:3])[O-:2].[Na+:5].[Cl-].[NH4+]>>[C:1](=[O:2])([O-:4])[O-:3].[Na+:5].[Na+:5].[C:1](=[O:3])=[O:2] |f:0.1,2.3,4.5.6|. Procedure details: The present invention also provides a process for the substantially total recovery of the alkalinity from soda brine as crystallized sodium bicarbonate without the need for concentrating the soda brine, the soda brine comprising sodium carbonate, sodium bicarbonate and other soluble salts. This process comprises adding sodium chloride to the brine to bring the sodium chloride concentration of the brine to within the range 0.5 to 3.0 equivalents per liter; ammoniating the brine to form ammonium h...